This data is from the Open Reaction Database (ORD), a public repository of structured organic reaction records. The task is: describe an organic reaction: reactants, conditions, products, and yield The reactants are benzyl, C(C)(C)(C)OC(=O)N[C@H]([C@@H](/C=C/CCCNC(OCC1=CC=CC=C1)=O)O)CC1=CC=CC=C1 (benzyl (4E,6R,7S)-7-[(tert-butoxycarbonyl)amino]-6-hydroxy-8-phenyl-oct-4-enylcarbamate), C(C1=CC=CC=C1)[C@@H]([C@@H]([C@H]([C@H]1NCCC1)O)O)NC(OC(C)(C)C)=O (tert-butyl (1S,2S,3S)-1-benzyl-2,3-dihydroxy-3-[(2S)-pyrrolidin-2-yl]propylcarbamate), C(C1=CC=CC=C1)[C@@H]([C@@H]([C@@H]([C@@H]1NCCC1)O)O)NC(OC(C)(C)C)=O (tert-butyl (1S,2S,3R)-1-benzyl-2,3-dihydroxy-3-[(2R)-pyrrolidin-2-yl]propylcarbamate), (2S,3S)-3-{[(1S,2S)-1-hydroxy-2-[(tert-butoxycarbonyl)amino]-3-phenylpropyl}oxiran-2-yl)propylcarbamate, ClC1=CC(=CC=C1)C(=O)OO (m-chloroperbenzoic acid). The product is N[C@@H](CC1=CC=CC=C1)C(=O)N1[C@H](C(=O)O)CCC1 (Phe-Pro). Reaction SMILES: Cl[C:2]1[CH:7]=CC=[C:4]([C:8]([O:10]O)=[O:9])[CH:3]=1.C(OC([NH:19][C@@H:20]([CH2:39][C:40]1[CH:45]=[CH:44][CH:43]=[CH:42][CH:41]=1)[C@H:21]([OH:38])/C=C/CCCNC(=O)OCC1C=CC=CC=1)=O)(C)(C)C.C([C@H](NC(=O)OC(C)(C)C)[C@H](O)[C@@H](O)[C@@H]1CCC[NH:57]1)C1C=CC=CC=1.C([C@H](NC(=O)OC(C)(C)C)[C@H](O)[C@H](O)[C@H]1CCCN1)C1C=CC=CC=1>>[NH2:19][C@H:20]([C:21]([N:57]1[CH2:7][CH2:2][CH2:3][C@H:4]1[C:8]([OH:10])=[O:9])=[O:38])[CH2:39][C:40]1[CH:41]=[CH:42][CH:43]=[CH:44][CH:45]=1. Procedure details: Eventually, using the benzyl 3-((2S,3S)-3-{[(1S,2S)-1-hydroxy-2-[(tert-butoxycarbonyl)amino]-3-phenylpropyl}oxiran-2-yl)propylcarbamate, recoverable as a by-product from the epoxidation with m-chloroperbenzoic acid of the allylic alcohol (4E,6R,7S)-7-[(tert-butoxycarbonyl)amino]-6-hydroxy-8-phenyl-oct-4-enylcarbamate (8), and following an approach similar to the one already described for the synthesis of tert-butyl (1S,2S,3S)-1-benzyl-2,3-dihydroxy-3-[(2S)-pyrrolidin-2-yl]propylcarbamate (10), t... The reactants are OC1=C(C=C(C(=O)OC)C=C1)CC=C (methyl 4-hydroxy-3-(prop-2-en-1-yl)benzoate), C([O-])([O-])=O.[K+].[K+] (potassium carbonate), C(C=C)Br (allyl bromide). Run in CC(=O)C (acetone). The product is C(C=C)C=1C=C(C(=O)OC)C=CC1OCC=C (methyl 3-(2-propen-1-yl)-4-(2-propen-1-yloxy)benzoate). Yield: 87.0%. RXN SMILES: [OH:1][C:2]1[CH:11]=[CH:10][C:5]([C:6]([O:8][CH3:9])=[O:7])=[CH:4][C:3]=1[CH2:12][CH:13]=[CH2:14].C(=O)([O-])[O-].[K+].[K+].[CH2:21](Br)[CH:22]=[CH2:23]>CC(C)=O>[CH2:12]([C:3]1[CH:4]=[C:5]([CH:10]=[CH:11][C:2]=1[O:1][CH2:23][CH:22]=[CH2:21])[C:6]([O:8][CH3:9])=[O:7])[CH:13]=[CH2:14] |f:1.2.3|. Procedure details: A solution of 3.04 g (15.8 mmol) of methyl 4-hydroxy-3-propenylbenzoate (Example 7, Step B) was refluxed with anhydrous potassium carbonate (4.37 g, 2 equiv) and allyl bromide (3.5 mL. 2.5 equiv) in acetone overnight. The mixture was filtered through celite and the filter cake was washed with more acetone and dichloromethane. After removing the solvents, the resulting oil was distilled under high vacuum to give 3.2 g (87%) of the title compound. Yields the product COC(=O)N(C(=O)C(=O)c1cn(Cc2ccc(Cl)cc2)c2ccccc12)c1ccc2ncccc2c1. Reaction SMILES: [C:40]([O:41][CH2:42][CH3:43])(=[O:44])[CH3:45].[CH2:53]1[O:54][CH2:55][CH2:56][CH2:57]1.[CH3:46][CH2:47][CH2:48][CH2:49][CH2:50][CH2:51][CH3:52].[Cl:35][C:36](=[O:37])[O:38][CH3:39].[Cl:3][c:4]1[cH:5][cH:6][c:7]([CH2:8][n:9]2[cH:10][c:11]([C:18]([C:19](=[O:20])[NH:21][c:22]3[cH:23][c:24]4[cH:25][cH:26][cH:27][n:28][c:29]4[cH:30][cH:31]3)=[O:32])[c:12]3[cH:13][cH:14][cH:15][cH:16][c:17]23)[cH:33][cH:34]1.[H-:2].[Na+:1].[OH2:58]>>[Cl:3][c:4]1[cH:5][cH:6][c:7]([CH2:8][n:9]2[cH:10][c:11]([C:18]([C:19](=[O:20])[N:21]([c:22]3[cH:23][c:24]4[cH:25][cH:26][cH:27][n:28][c:29]4[cH:30][cH:31]3)[C:36](=[O:37])[O:38][CH3:39])=[O:32])[c:12]3[cH:13][cH:14][cH:15][cH:16][c:17]23)[cH:33][cH:34]1. The reactants are CCOC(C)=O, C1CCOC1, CCCCCCC, COC(=O)Cl, O=C(Nc1ccc2ncccc2c1)C(=O)c1cn(Cc2ccc(Cl)cc2)c2ccccc12, [H-], [Na+], O. Starting materials: C1CCOC1, CCOC(=O)c1nc(N)sc1C. The product is CCOC(=O)c1ncsc1C. As a reaction SMILES: [CH2:13]1[O:14][CH2:15][CH2:16][CH2:17]1.[CH2:1]([CH3:2])[O:3][C:4](=[O:5])[c:6]1[n:7][c:8]([NH2:12])[s:9][c:10]1[CH3:11]>>[CH2:1]([CH3:2])[O:3][C:4](=[O:5])[c:6]1[n:7][cH:8][s:9][c:10]1[CH3:11]. Procedure: To a stirred solution of 1 g (0.0005 moles) of (±) (E)-5-[1-phenyl-2-(imidazol-1-yl)-2-(4-fluorobenzyl)ethylidene] aminoxypentanoic acid in 10 ml of methanol, 820 mg (0.015 moles) of a sodium methoxide solution in methanol are added. The reaction mixture is evaporated and the precipitate product is filtered off and dried yielding 970 mg (60%) of sodium (±)(E)-5-[1-phenyl-2-(imidazol-1-yl)-2-(4-fluorobenzyl)ethylidene]aminoxypentanoate. Solvent: CO (methanol), CO (methanol). Isolated yield 449.7%. Yields the product C1(=CC=CC=C1)/C(/C(CC1=CC=C(C=C1)F)N1C=NC=C1)=N\OCCCCC(=O)[O-].[Na+] (sodium (±)(E)-5-[1-phenyl-2-(imidazol-1-yl)-2-(4-fluorobenzyl)ethylidene]aminoxypentanoate). Reaction SMILES: [C:1]1(/[C:7](=[N:22]\[O:23][CH2:24][CH2:25][CH2:26][CH2:27][C:28]([OH:30])=[O:29])/[CH:8]([N:17]2[CH:21]=[CH:20][N:19]=[CH:18]2)[CH2:9][C:10]2[CH:15]=[CH:14][C:13]([F:16])=[CH:12][CH:11]=2)[CH:6]=[CH:5][CH:4]=[CH:3][CH:2]=1.C[O-].[Na+:33]>CO>[C:1]1(/[C:7](=[N:22]\[O:23][CH2:24][CH2:25][CH2:26][CH2:27][C:28]([O-:30])=[O:29])/[CH:8]([N:17]2[CH:21]=[CH:20][N:19]=[CH:18]2)[CH2:9][C:10]2[CH:11]=[CH:12][C:13]([F:16])=[CH:14][CH:15]=2)[CH:6]=[CH:5][CH:4]=[CH:3][CH:2]=1.[Na+:33] |f:1.2,4.5|. Starting materials: C1(=CC=CC=C1)/C(/C(CC1=CC=C(C=C1)F)N1C=NC=C1)=N\OCCCCC(=O)O ((±) (E)-5-[1-phenyl-2-(imidazol-1-yl)-2-(4-fluorobenzyl)ethylidene] aminoxypentanoic acid), C[O-].[Na+] (sodium methoxide). The reactants are [OH-].[Na+] (sodium hydroxide), C(C)(C)(C)OC(=O)N(C)CC=1C=C(N(C1)S(=O)(=O)C1=C(C(=O)OC)C=CC=C1)C1=CC=CC=C1 (Methyl 2-[(4-{[(tert-butoxycarbonyl) (methyl)amino]methyl}-2-phenyl-1H-pyrrol-1-yl)sulfonyl]benzoate), Cl (hydrochloric acid). Run in CO (methanol), O1CCCC1 (tetrahydrofuran). Conditions: temperature 0 celsius, time 1 hour. Yields the product C(C)(C)(C)OC(=O)N(C)CC=1C=C(N(C1)S(=O)(=O)C1=C(C(=O)O)C=CC=C1)C1=CC=CC=C1 (2-[(4-{[(tert-Butoxycarbonyl)(methyl)amino]methyl}-2-phenyl-1H-pyrrol-1-yl)sulfonyl]benzoic acid). As a reaction SMILES: [C:1]([O:5][C:6]([N:8]([CH2:10][C:11]1[CH:12]=[C:13]([C:29]2[CH:34]=[CH:33][CH:32]=[CH:31][CH:30]=2)[N:14]([S:16]([C:19]2[CH:28]=[CH:27][CH:26]=[CH:25][C:20]=2[C:21]([O:23]C)=[O:22])(=[O:18])=[O:17])[CH:15]=1)[CH3:9])=[O:7])([CH3:4])([CH3:3])[CH3:2].[OH-].[Na+].Cl>O1CCCC1.CO>[C:1]([O:5][C:6]([N:8]([CH2:10][C:11]1[CH:12]=[C:13]([C:29]2[CH:30]=[CH:31][CH:32]=[CH:33][CH:34]=2)[N:14]([S:16]([C:19]2[CH:28]=[CH:27][CH:26]=[CH:25][C:20]=2[C:21]([OH:23])=[O:22])(=[O:17])=[O:18])[CH:15]=1)[CH3:9])=[O:7])([CH3:4])([CH3:2])[CH3:3] |f:1.2|. Procedure: Methyl 2-[(4-{[(tert-butoxycarbonyl) (methyl)amino]methyl}-2-phenyl-1H-pyrrol-1-yl)sulfonyl]benzoate (524 mg) was dissolved in tetrahydrofuran (5 mL) and methanol (3 mL), and 1 mol/L aqueous sodium hydroxide solution (3 mL) was added at 0° C. The mixture was stirred at 0° C. for 1 hr, and at room temperature for 16 hr, cooled again to 0° C., acidified with 1 mol/L hydrochloric acid, and the mixture was extracted with ethyl acetate. The extract was washed with water and saturated brine, dried ove...